This data is from the Open Reaction Database (ORD), a public repository of structured organic reaction records. The task is: describe an organic reaction: reactants, conditions, products, and yield Yields the product CC(CC(=O)O)n1cnc2cc(N)ccc21. As a reaction SMILES: [ClH:18].[NH2:1][c:2]1[cH:3][c:4]2[c:5]([n:6]([CH:9]([CH2:10][C:11](=[O:12])[O:13][CH3:14])[CH3:15])[cH:7][n:8]2)[cH:16][cH:17]1>>[NH2:1][c:2]1[cH:3][c:4]2[c:5]([n:6]([CH:9]([CH2:10][C:11](=[O:12])[OH:13])[CH3:15])[cH:7][n:8]2)[cH:16][cH:17]1. The reactants are Cl, COC(=O)CC(C)n1cnc2cc(N)ccc21. Starting materials: O=C(Nc1nc(C(F)(F)F)c(I)s1)c1cccc(C(F)(F)F)c1, O=P(Cl)(Cl)Cl. The product is FC(F)(F)c1cccc(C(Cl)=Nc2nc(C(F)(F)F)c(I)s2)c1. As a reaction SMILES: [I:1][c:2]1[c:3]([C:20]([F:21])([F:22])[F:23])[n:4][c:5]([NH:7][C:8]([c:9]2[cH:10][c:11]([C:15]([F:16])([F:17])[F:18])[cH:12][cH:13][cH:14]2)=[O:19])[s:6]1.[P:24]([Cl:25])([Cl:26])([Cl:27])=[O:28]>>[I:1][c:2]1[c:3]([C:20]([F:21])([F:22])[F:23])[n:4][c:5]([N:7]=[C:8]([c:9]2[cH:10][c:11]([C:15]([F:16])([F:17])[F:18])[cH:12][cH:13][cH:14]2)[Cl:26])[s:6]1. Starting materials: C(C)(C)(C)OC(=O)N1C[C@H](N(CC1)C(=O)OCC1=CC=CC=C1)C1=NC2=C(N1)C=CC(=C2)C#C ((S)-2-(5-ethynyl-1H-benzoimidazol-2-yl)-piperazine-1,4-dicarboxylic acid 1-benzyl ester 4-tert-butyl ester), C(C1=CC=CC=C1)OC(=O)N1[C@@H](CCCC1)C1=NC2=C(N1)C=CC(=C2)I ((S)-2-(5-iodo-1H-benzoimidazol-2-yl)-piperidine-1-carboxylic acid benzyl ester), TEA. Reagents/catalysts: [Cu]I (CuI), C1=CC=C(C=C1)P(C2=CC=CC=C2)C3=CC=CC=C3.C1=CC=C(C=C1)P(C2=CC=CC=C2)C3=CC=CC=C3.Cl[Pd]Cl (bis(triphenylphosphine)palladium(II)dichloride). The solvent is CN(C)C=O (DMF), CCOC(=O)C (EtOAc), O (water). Reaction conditions: time 2 hour. Yields the product C(C)(C)(C)OC(=O)N1C[C@H](N(CC1)C(=O)OCC1=CC=CC=C1)C1=NC2=C(N1)C=CC(=C2)C#CC2=CC1=C(NC(=N1)[C@H]1N(CCCC1)C(=O)OCC1=CC=CC=C1)C=C2 ((S)-2-{5-[2-((S)-1-Benzyloxycarbonyl-piperidin-2-yl)-1H-benzoimidazol-5-ylethynyl]-1H-benzoimidazol-2-yl}-piperazine-1,4-dicarboxylic acid 1-benzyl ester 4-tert-butyl ester). Isolated yield 7893.4%. Reaction SMILES: [C:1]([O:5][C:6]([N:8]1[CH2:13][CH2:12][N:11]([C:14]([O:16][CH2:17][C:18]2[CH:23]=[CH:22][CH:21]=[CH:20][CH:19]=2)=[O:15])[C@H:10]([C:24]2[NH:28][C:27]3[CH:29]=[CH:30][C:31]([C:33]#[CH:34])=[CH:32][C:26]=3[N:25]=2)[CH2:9]1)=[O:7])([CH3:4])([CH3:3])[CH3:2].[CH2:35]([O:42][C:43]([N:45]1[CH2:50][CH2:49][CH2:48][CH2:47][C@H:46]1[C:51]1[NH:55][C:54]2[CH:56]=[CH:57][C:58](I)=[CH:59][C:53]=2[N:52]=1)=[O:44])[C:36]1[CH:41]=[CH:40][CH:39]=[CH:38][CH:37]=1>CN(C=O)C.CCOC(C)=O.O.[Cu]I.C1C=CC(P(C2C=CC=CC=2)C2C=CC=CC=2)=CC=1.C1C=CC(P(C2C=CC=CC=2)C2C=CC=CC=2)=CC=1.Cl[Pd]Cl>[C:1]([O:5][C:6]([N:8]1[CH2:13][CH2:12][N:11]([C:14]([O:16][CH2:17][C:18]2[CH:23]=[CH:22][CH:21]=[CH:20][CH:19]=2)=[O:15])[C@H:10]([C:24]2[NH:28][C:27]3[CH:29]=[CH:30][C:31]([C:33]#[C:34][C:57]4[CH:58]=[CH:59][C:53]5[NH:52][C:51]([C@@H:46]6[CH2:47][CH2:48][CH2:49][CH2:50][N:45]6[C:43]([O:42][CH2:35][C:36]6[CH:41]=[CH:40][CH:39]=[CH:38][CH:37]=6)=[O:44])=[N:55][C:54]=5[CH:56]=4)=[CH:32][C:26]=3[N:25]=2)[CH2:9]1)=[O:7])([CH3:4])([CH3:3])[CH3:2] |f:6.7.8|. Reported procedure: To a stirring solution of (S)-2-(5-ethynyl-1H-benzoimidazol-2-yl)-piperazine-1,4-dicarboxylic acid 1-benzyl ester 4-tert-butyl ester (77 mg, 0.16 mmol), (S)-2-(5-iodo-1H-benzoimidazol-2-yl)-piperidine-1-carboxylic acid benzyl ester (70 mg, 0.15 mmol), CuI (3 mg, 0.015 mmol) and bis(triphenylphosphine)palladium(II)dichloride (10.6 mg, 0.015 mmol) in DMF (2 mL) is added TEA (0.1 mL, 0.76 mmol). The reaction mixture is stirred at room temperature for 2 hours, diluted with EtOAc and water. The mixtu... Starting materials: CN1CCN(CC1)C1=CC=C(C=C1)N (4-(4-methylpiperazin-1-yl)benzeneamine), FC(C(=O)O)(F)F (trifluoroacetic acid), ClC=1N=C(C2=C(N1)C=CS2)OC2=CC(=CC=C2)[N+](=O)[O-] (2-chloro-4-(3-nitrophenoxy)thieno[3,2-d]pyrimidine). The solvent is ClCCl (dichloromethane), CC(CC)O (2-butanol). Conditions: temperature 100 celsius, time 16 hour. Yields the product CN1CCN(CC1)C1=CC=C(C=C1)NC=1N=C(C2=C(N1)C=CS2)OC2=CC(=CC=C2)[N+](=O)[O-] (N-(4-(4-methylpiperazin-1-yl)phenyl)-4-(3-nitrophenoxy)thieno[3,2-d]pyrimidine-2-amine). Yield: 42.0%. As a reaction SMILES: Cl[C:2]1[N:3]=[C:4]([O:11][C:12]2[CH:17]=[CH:16][CH:15]=[C:14]([N+:18]([O-:20])=[O:19])[CH:13]=2)[C:5]2[S:10][CH:9]=[CH:8][C:6]=2[N:7]=1.[CH3:21][N:22]1[CH2:27][CH2:26][N:25]([C:28]2[CH:33]=[CH:32][C:31]([NH2:34])=[CH:30][CH:29]=2)[CH2:24][CH2:23]1.FC(F)(F)C(O)=O>CC(O)CC.ClCCl>[CH3:21][N:22]1[CH2:23][CH2:24][N:25]([C:28]2[CH:33]=[CH:32][C:31]([NH:34][C:2]3[N:3]=[C:4]([O:11][C:12]4[CH:17]=[CH:16][CH:15]=[C:14]([N+:18]([O-:20])=[O:19])[CH:13]=4)[C:5]4[S:10][CH:9]=[CH:8][C:6]=4[N:7]=3)=[CH:30][CH:29]=2)[CH2:26][CH2:27]1. Procedure: The compound (12.9 mmol) obtained in Step 3 was dissolved in 2-butanol (70 mL), and 4-(4-methylpiperazin-1-yl)benzeneamine (12.9 mmol) and trifluoroacetic acid (12.9 mmol) were added thereto. The mixture was stirred at 100° C. for 16 hours to complete the reaction, diluted with dichloromethane, and then washed with sat. NaHCO3 aqueous solution. The organic layer was dried with anhydrous sodium sulfate and then filtered and distilled under a reduced pressure. The residue was separated by column c... The reactants are C1CCOC1, COc1cc(C=Cc2ccc(C#N)cc2)ccc1C(OC)OC, Cc1ccc(S(=O)(=O)O)cc1. Yields the product COc1cc(C=Cc2ccc(C#N)cc2)ccc1C=O. RXN SMILES: [CH2:35]1[O:36][CH2:37][CH2:38][CH2:39]1.[CH3:1][O:2][CH:3]([c:4]1[c:5]([O:20][CH3:21])[cH:6][c:7]([CH:8]=[CH:9][c:10]2[cH:11][cH:12][c:13]([C:14]#[N:15])[cH:16][cH:17]2)[cH:18][cH:19]1)[O:22][CH3:23].[c:24]1([CH3:25])[cH:26][cH:27][c:28]([S:29]([OH:30])(=[O:31])=[O:32])[cH:33][cH:34]1>>[O:2]=[CH:3][c:4]1[c:5]([O:20][CH3:21])[cH:6][c:7]([CH:8]=[CH:9][c:10]2[cH:11][cH:12][c:13]([C:14]#[N:15])[cH:16][cH:17]2)[cH:18][cH:19]1.